From a dataset of the Open Reaction Database (ORD), a public repository of structured organic reaction records. describe an organic reaction: reactants, conditions, products, and yield The reactants are NC(=O)CBr, CC#N, COc1ccc(-c2cc(N3CCNCC3)nc(C#N)n2)cc1C(F)(F)F, CCN(C(C)C)C(C)C, O=C(O)C(F)(F)F. Product: COc1ccc(-c2cc(N3CCN(CC(N)=O)CC3)nc(C#N)n2)cc1C(F)(F)F, O=C(O)C(F)(F)F. RXN SMILES: [Br:43][CH2:44][C:45](=[O:46])[NH2:47].[CH3:48][C:49]#[N:50].[CH3:8][O:9][c:10]1[c:11]([C:30]([F:31])([F:32])[F:33])[cH:12][c:13](-[c:16]2[n:17][c:18]([C:28]#[N:29])[n:19][c:20]([N:22]3[CH2:23][CH2:24][NH:25][CH2:26][CH2:27]3)[cH:21]2)[cH:14][cH:15]1.[CH:34]([N:35]([CH:36]([CH3:37])[CH3:38])[CH2:39][CH3:40])([CH3:41])[CH3:42].[F:1][C:2]([C:3](=[O:4])[OH:5])([F:6])[F:7]>>[CH3:8][O:9][c:10]1[c:11]([C:30]([F:31])([F:32])[F:33])[cH:12][c:13](-[c:16]2[n:17][c:18]([C:28]#[N:29])[n:19][c:20]([N:22]3[CH2:23][CH2:24][N:25]([CH2:44][C:45](=[O:46])[NH2:47])[CH2:26][CH2:27]3)[cH:21]2)[cH:14][cH:15]1.[F:1][C:2]([C:3](=[O:4])[OH:5])([F:6])[F:7]. Starting materials: CC=1OC(=NN1)C (2,5-Dimethyl-1,3,4-oxadiazole), C(O)CN (ethanolamine). Solvent: CN1C(CCC1)=O (1-methyl-2-pyrrolidinone). Conditions: temperature 160 celsius. The product is CC1=NN=C(N1CCO)C (3,5-Dimethyl-4-(2-hydroxyethyl)-4H-1,2,4-triazole). The yield is 49585.2%. RXN SMILES: [CH3:1][C:2]1O[C:4]([CH3:7])=[N:5][N:6]=1.[CH2:8]([CH2:10][NH2:11])[OH:9]>CN1CCCC1=O>[CH3:1][C:2]1[N:11]([CH2:10][CH2:8][OH:9])[C:4]([CH3:7])=[N:5][N:6]=1. Procedure details: 2,5-Dimethyl-1,3,4-oxadiazole (19.7 g, 0.2 mmole) and ethanolamine (18.3 g, 0.3 mole) were dissolved in 1-methyl-2-pyrrolidinone (20 ml) and the stirred reaction mixture heated at 160° C. for 24 hours, then cooled to ambient temperature. The residual gum was chromatographed on silica eluting with ethyl acetate containing from 20% to 50% methanol. Evaporation of the appropriate fractions and trituration of the residual foam with ethyl acetate gave the title product (14 g, 50%). Reactants: N1([C@H](C(=O)N[C@@H](CC2=CC=CC=C2)C(=O)N[C@@H](CC2=CC=CC=C2)C(=O)NCC(=O)N([C@@H](CC(C)C)C(=O)N[C@@H](CCSC)C(=O)N)C)CCC1)C(=O)OC(C)(C)C (BocPro-Phe-Phe-GlyMeLeu-MetNH2), Cl (hydrogen chloride). Solvent: C(C)(=O)O (acetic acid). The product is N1[C@H](C(=O)N[C@@H](CC2=CC=CC=C2)C(=O)N[C@@H](CC2=CC=CC=C2)C(=O)NCC(=O)N([C@@H](CC(C)C)C(=O)N[C@@H](CCSC)C(=O)N)C)CCCC1 (HPro-Phe-Phe-Gly-MeLeu-MetNH2). Isolated yield 36.0%. Reaction SMILES: [N:1]1([C:52](OC(C)(C)C)=O)[CH2:51][CH2:50][CH2:49][C@H:2]1[C:3]([NH:5][C@H:6]([C:14]([NH:16][C@H:17]([C:25]([NH:27][CH2:28][C:29]([N:31]([CH3:48])[C@H:32]([C:37]([NH:39][C@H:40]([C:45]([NH2:47])=[O:46])[CH2:41][CH2:42][S:43][CH3:44])=[O:38])[CH2:33][CH:34]([CH3:36])[CH3:35])=[O:30])=[O:26])[CH2:18][C:19]1[CH:24]=[CH:23][CH:22]=[CH:21][CH:20]=1)=[O:15])[CH2:7][C:8]1[CH:13]=[CH:12][CH:11]=[CH:10][CH:9]=1)=[O:4].Cl>C(O)(=O)C>[NH:1]1[CH2:52][CH2:51][CH2:50][CH2:49][C@H:2]1[C:3]([NH:5][C@H:6]([C:14]([NH:16][C@H:17]([C:25]([NH:27][CH2:28][C:29]([N:31]([CH3:48])[C@H:32]([C:37]([NH:39][C@H:40]([C:45]([NH2:47])=[O:46])[CH2:41][CH2:42][S:43][CH3:44])=[O:38])[CH2:33][CH:34]([CH3:36])[CH3:35])=[O:30])=[O:26])[CH2:18][C:19]1[CH:20]=[CH:21][CH:22]=[CH:23][CH:24]=1)=[O:15])[CH2:7][C:8]1[CH:9]=[CH:10][CH:11]=[CH:12][CH:13]=1)=[O:4]. Procedure: Condensation of BocPro-Phe-Phe-GlyOH (2.8 g.) and MeLeu-MetNH2 (1.6 g.) using dicyclohexylcarbodiimide and N-hydroxysuccinimide gave BocPro-Phe-Phe-Gly-MeLeu-MetNH2 in 49% yield. De-t-butoxycarbonylation of BocPro-Phe-Phe-GlyMeLeu-MetNH2 using hydrogen chloride in acetic acid gave HPro-Phe-Phe-Gly-MeLeu-MetNH2, which was isolated as the amorphous white solid free base in 36% yield. Starting materials: CC[SiH](CC)CC, O=c1[nH]c2c(c3ccccc13)C(O)c1ccccc1-2, O=C(O)C(F)(F)F. Yields the product O=c1[nH]c2c(c3ccccc13)Cc1ccccc1-2. As a reaction SMILES: [CH2:20]([SiH:21]([CH2:22][CH3:23])[CH2:24][CH3:25])[CH3:26].[OH:1][CH:2]1[c:3]2[cH:4][cH:5][cH:6][cH:7][c:8]2-[c:9]2[nH:10][c:11](=[O:19])[c:12]3[cH:13][cH:14][cH:15][cH:16][c:17]3[c:18]21.[OH:27][C:28]([C:29]([F:30])([F:31])[F:32])=[O:33]>>[CH2:2]1[c:3]2[cH:4][cH:5][cH:6][cH:7][c:8]2-[c:9]2[nH:10][c:11](=[O:19])[c:12]3[cH:13][cH:14][cH:15][cH:16][c:17]3[c:18]21. Reactants: aqueous solution, O (water), C[C@]12CC[C@@H](C([C@@H]1CC[C@@]3([C@@H]2CC=C4[C@]3(CC[C@@]5([C@H]4CC(CC5)(C)C)C(=O)O)C)C)(C)C)O (oleanolic acid), ClCCl (dichloromethane), final mixture, [OH-].[Na+] (sodium hydroxide), [OH-].[Na+] (sodium hydroxide), C[C@]12CC[C@@H](C([C@@H]1CC[C@@]3([C@@H]2CC=C4[C@]3(CC[C@@]5([C@H]4CC(CC5)(C)C)C(=O)O)C)C)(C)C)O (oleanolic acid), [OH-].[Na+] (sodium hydroxide), C[C@]12CC[C@@H](C([C@@H]1CC[C@@]3([C@@H]2CC=C4[C@]3(CC[C@@]5([C@H]4CC(CC5)(C)C)C(=O)O)C)C)(C)C)O (oleanolic acid), [OH-].[Na+] (sodium hydroxide). The solvent is C(C)OCC (diethyl ether). Procedure: A 10% aqueous solution of sodium hydroxide is added to an almost saturated solution of oleanolic acid in a water immiscible solvent, for example dichloromethane or diethyl ether. The volume of the sodium hydroxide solution is controlled by the amount of oleanolic acid taken; the final mixture should contain at least one, preferably 1,5 to 3, mole sodium hydroxide per mole oleanolic acid--a large excess of the sodium hydroxide solution may lower the yield. The mixture is mixed well (vigorous stir... RXN SMILES: [OH-].[Na+:2].[CH3:3][C@@:4]12[C@H:13]3[CH2:14][CH:15]=[C:16]4[C@@H:21]5[CH2:22][C:23]([CH3:27])([CH3:26])[CH2:24][CH2:25][C@:20]5([C:28]([OH:30])=[O:29])[CH2:19][CH2:18][C@@:17]4([CH3:31])[C@:12]3([CH3:32])[CH2:11][CH2:10][C@H:9]1[C:8]([CH3:34])([CH3:33])[C@@H:7]([OH:35])[CH2:6][CH2:5]2.O.ClCCl>C(OCC)C>[CH3:3][C@@:4]12[C@H:13]3[CH2:14][CH:15]=[C:16]4[C@@H:21]5[CH2:22][C:23]([CH3:26])([CH3:27])[CH2:24][CH2:25][C@:20]5([C:28]([O-:30])=[O:29])[CH2:19][CH2:18][C@@:17]4([CH3:31])[C@:12]3([CH3:32])[CH2:11][CH2:10][C@H:9]1[C:8]([CH3:34])([CH3:33])[C@@H:7]([OH:35])[CH2:6][CH2:5]2.[Na+:2] |f:0.1,6.7|. Yields the product C[C@]12CC[C@@H](C([C@@H]1CC[C@@]3([C@@H]2CC=C4[C@]3(CC[C@@]5([C@H]4CC(CC5)(C)C)C(=O)[O-])C)C)(C)C)O.[Na+] (Sodium Oleanolate).